Task: describe an organic reaction: reactants, conditions, products, and yield. Dataset: the Open Reaction Database (ORD), a public repository of structured organic reaction records Solvent: C(C)(=O)OCC (ethyl acetate). Product: COC1=CC=C(CN2N=NC3=C2C(C=2C=NN=CC2C3=O)=O)C=C1 (1-(4-methoxybenzyl)-1H-[1,2,3]triazolo[4,5-g]phthalazin-4,9-dione). Reported procedure: 333 mg (2.07 mmol) of phthalazin-5,8-dione (1.00 g, 6.20 mmol) and 4-methoxybenzyl azide were dissolved in 60 ml of ethyl acetate, and then refluxed overnight. The solvent was removed under reduced pressure and residue was separated and purified by using column chromatography (ethyl acetate). 415 mg of brown powder was obtained and the yield was 62%. Yield: 62.0%. Reactants: C1=NN=CC=2C(C=CC(C12)=O)=O (phthalazin-5,8-dione), COC1=CC=C(CN=[N+]=[N-])C=C1 (4-methoxybenzyl azide). As a reaction SMILES: [CH:1]1[C:10]2[C:9](=[O:11])[CH:8]=[CH:7][C:6](=[O:12])[C:5]=2[CH:4]=[N:3][N:2]=1.[CH3:13][O:14][C:15]1[CH:24]=[CH:23][C:18]([CH2:19][N:20]=[N+:21]=[N-:22])=[CH:17][CH:16]=1>C(OCC)(=O)C>[CH3:13][O:14][C:15]1[CH:16]=[CH:17][C:18]([CH2:19][N:20]2[C:7]3[C:6](=[O:12])[C:5]4[CH:4]=[N:3][N:2]=[CH:1][C:10]=4[C:9](=[O:11])[C:8]=3[N:22]=[N:21]2)=[CH:23][CH:24]=1.